Task: describe an organic reaction: reactants, conditions, products, and yield. Dataset: the Open Reaction Database (ORD), a public repository of structured organic reaction records Reactants: Cl.Cl.N1CCC(CC1)N1C(NC2=NC=CC=C21)=O (1-piperidin-4-yl-1,3-dihydroimidazo[4,5-b]pyridin-2-one-dihydrochloride), ClC1=CC(=NC=N1)C(=O)C=1C=C(C2=C(CCO2)C1)C ((6-chloro-pyrimidin-4-yl)-(7-methyl-2,3-dihydro-benzofuran-5-yl)-methanone), CCN(C(C)C)C(C)C (DIPEA). The reagents and catalysts are Cl (hydrochloric acid). Solvent: CN(C)C=O (DMF). Run at time 48 hour. The product is CC1=CC(=CC=2CCOC21)C(=O)C2=CC(=NC=N2)N2CCC(CC2)N2C(NC1=NC=CC=C12)=O.C(=O)[O-] (1-{1-[6-(7-methyl-2,3-dihydro-benzofuran-5-carbonyl)-pyrimidin-4-yl]-piperidin-4-yl}-1,3-di-hydro-imidazo[4,5-b]pyridin-2-one formate). RXN SMILES: Cl.Cl.[NH:3]1[CH2:8][CH2:7][CH:6]([N:9]2[C:17]3[C:12](=[N:13][CH:14]=[CH:15][CH:16]=3)[NH:11][C:10]2=[O:18])[CH2:5][CH2:4]1.Cl[C:20]1[N:25]=[CH:24][N:23]=[C:22]([C:26]([C:28]2[CH:29]=[C:30]([CH3:37])[C:31]3[O:35][CH2:34][CH2:33][C:32]=3[CH:36]=2)=[O:27])[CH:21]=1.CCN(C(C)C)C(C)C>CN(C=O)C.Cl>[CH3:37][C:30]1[C:31]2[O:35][CH2:34][CH2:33][C:32]=2[CH:36]=[C:28]([C:26]([C:22]2[N:23]=[CH:24][N:25]=[C:20]([N:3]3[CH2:4][CH2:5][CH:6]([N:9]4[C:17]5[C:12](=[N:13][CH:14]=[CH:15][CH:16]=5)[NH:11][C:10]4=[O:18])[CH2:7][CH2:8]3)[CH:21]=2)=[O:27])[CH:29]=1.[CH:10]([O-:18])=[O:27] |f:0.1.2,7.8|. Procedure details: 0.11 g (0.36 mmol) 1-piperidin-4-yl-1,3-dihydroimidazo[4,5-b]pyridin-2-one-dihydrochloride, 90 mg (0.23 mmol) (6-chloro-pyrimidin-4-yl)-(7-methyl-2,3-dihydro-benzofuran-5-yl)-methanone and 0.20 mL (1.16 mmol) DIPEA were combined in 1.5 mL DMF and stirred for 48 h at RT. Then the reaction mixture was mixed with a few drops of hydrochloric acid and purified by preparative HPLC-MS. The fractions containing the product were combined and freeze-dried. The reactants are C1(C=2C(C(N1)=O)=CC=CC2)=O.[K] (potassium phthalimide), COC1=CC=C(C=C1)N(C1=NC(=NC2=CC=CC=C12)CN1C(C2=CC=CC=C2C1=O)=O)C (2-{4-[(4-Methoxy-phenyl)-methyl-amino]-quinazolin-2-ylmethyl}-isoindole-1,3-dione), Cl.ClCC1=NC2=CC=CC=C2C(=N1)N(C)C1=CC=C(C=C1)OC ((2-chloromethyl-quinazolin-4-yl)-(4-methoxy-phenyl)-methyl-amine hydrochloride), C(=O)([O-])[O-].[K+].[K+] (K2CO3). Run in CN(C)C=O (DMF), CCOC(=O)C (EtOAc). Run at temperature 70 celsius. Yields the product COC1=CC=C(C=C1)N(C1=NC(=NC2=CC=CC=C12)CNC(C)=O)C (N-{4-[(4-Methoxy-phenyl)-methyl-amino]-quinazolin-2-ylmethyl}-acetamide). Isolated yield 68.0%. As a reaction SMILES: [CH3:1][O:2][C:3]1[CH:8]=[CH:7][C:6]([N:9]([CH3:32])[C:10]2[C:19]3[C:14](=[CH:15][CH:16]=[CH:17][CH:18]=3)[N:13]=[C:12]([CH2:20][N:21]3C(=O)C4[C:23](=CC=CC=4)[C:22]3=[O:31])[N:11]=2)=[CH:5][CH:4]=1.Cl.ClCC1N=C(N(C2C=CC(OC)=CC=2)C)C2C(=CC=CC=2)N=1.C([O-])([O-])=O.[K+].[K+].C1(=O)NC(=O)C2=CC=CC=C12.[K]>CN(C=O)C.CCOC(C)=O>[CH3:1][O:2][C:3]1[CH:4]=[CH:5][C:6]([N:9]([CH3:32])[C:10]2[C:19]3[C:14](=[CH:15][CH:16]=[CH:17][CH:18]=3)[N:13]=[C:12]([CH2:20][NH:21][C:22](=[O:31])[CH3:23])[N:11]=2)=[CH:7][CH:8]=1 |f:1.2,3.4.5,6.7,^1:72|. Procedure details: 2-{4-[(4-Methoxy-phenyl)-methyl-amino]-quinazolin-2-ylmethyl}-isoindole-1,3-dione: A suspension of (2-chloromethyl-quinazolin-4-yl)-(4-methoxy-phenyl)-methyl-amine hydrochloride (10.367 g, 16.2 mmol) and K2CO3 (2.25 g, 16.3 mmol) in DMF (50 mL) was heated to 70° C. for 1 h. The reaction was cooled to rt, potassium phthalimide (6.004 g, 32.5 mmol) was added and the reaction heated to 70° C. for 2 h. The reaction was cooled to rt, diluted with EtOAc, washed with H2O and 5% NaOH, dried (MgSO4), fil... The reactants are C1(=CC=CC=C1)[C@H]1CC[C@H](CC1)OC=1C=C2C=CC(=CC2=CC1)[C@]1(NC(OC1)=O)C ((R)-4-(6-(cis-4-phenyl-cyclohexyloxy)naphthalen-2-yl)-4-methyloxazolidin-2-one), IN1C(CCC1=O)=O (N-iodosuccinimide), C(Cl)Cl (methylene chloride). Reagents/catalysts: [Cl-].[Cl-].[Cl-].[Cl-].[Zr+4] (zirconium tetrachloride). The product is C1(=CC=CC=C1)[C@@H]1CC[C@H](CC1)OC=1C(=C2C=CC(=CC2=CC1)[C@]1(NC(OC1)=O)C)I ((R)-4-(6-(trans-4-phenyl-cyclohexyloxy)-5-iodonaphthalen-2-yl)-4-methyloxazolidin-2-one). Yield: 86.3%. As a reaction SMILES: [C:1]1([C@@H:7]2[CH2:12][CH2:11][C@H:10]([O:13][C:14]3[CH:15]=[C:16]4[C:21](=[CH:22][CH:23]=3)[CH:20]=[C:19]([C@:24]3([CH3:30])[CH2:28][O:27][C:26](=[O:29])[NH:25]3)[CH:18]=[CH:17]4)[CH2:9][CH2:8]2)[CH:6]=[CH:5][CH:4]=[CH:3][CH:2]=1.[I:31]N1C(=O)CCC1=O.C(Cl)Cl>[Cl-].[Cl-].[Cl-].[Cl-].[Zr+4]>[C:1]1([C@H:7]2[CH2:12][CH2:11][C@H:10]([O:13][C:14]3[C:15]([I:31])=[C:16]4[C:21](=[CH:22][CH:23]=3)[CH:20]=[C:19]([C@:24]3([CH3:30])[CH2:28][O:27][C:26](=[O:29])[NH:25]3)[CH:18]=[CH:17]4)[CH2:9][CH2:8]2)[CH:2]=[CH:3][CH:4]=[CH:5][CH:6]=1 |f:3.4.5.6.7|. Procedure: A mixture of (R)-4-(6-(cis-4-phenyl-cyclohexyloxy)naphthalen-2-yl)-4-methyloxazolidin-2-one (Example 30, 71.4 mg 0.000178 mol), N-iodosuccinimide (44.8 mg, 0.000199 mol) and zirconium tetrachloride (6.2 mg, 0.000027 mol) in methylene chloride (1.46 mL, 0.0228 mol) was heated to reflux under Ar in a vial for 6 h. LCMS showed the reaction to be completed. The precipitate was filtered off and the residue was purified with Isco column eluted with EtOAc in hexane from 0 to 40% to give (R)-4-(6-(trans... The reactants are S(O)(O)(=O)=O.NCC#N (aminoacetonitrile bisulphate), COCC1=CC=C(C(=O)Cl)C=C1 (4-methoxymethyl benzoyl chloride), [OH-].[Na+] (Sodium hydroxide). Solvent: C(C)(=O)OCC (ethyl acetate), O (water). Conditions: time 2 hour. Product: COCC1=CC=C(C(=O)NCC#N)C=C1 ((4-Methoxymethylbenzoylamino)-acetonitrile). RXN SMILES: [OH-].[Na+].S(=O)(=O)(O)O.[NH2:8][CH2:9][C:10]#[N:11].[CH3:12][O:13][CH2:14][C:15]1[CH:23]=[CH:22][C:18]([C:19](Cl)=[O:20])=[CH:17][CH:16]=1>O.C(OCC)(=O)C>[CH3:12][O:13][CH2:14][C:15]1[CH:23]=[CH:22][C:18]([C:19]([NH:11][CH2:10][C:9]#[N:8])=[O:20])=[CH:17][CH:16]=1 |f:0.1,2.3|. Reported procedure: Sodium hydroxide (18.868, 0.47M) was dissolved in water (150 ml) and added to a stirred mixture of aminoacetonitrile bisulphate (24.23 g, 0.157M) and 4-methoxymethyl benzoyl chloride (29.9 g, 0.157M) in ethyl acetate (150 ml). The reaction was stirred for 21/2 hours at room temperature, the ethyl acetate layer was separated off and the aqueous layer re-extracted with ethyl acetate. The ethyl acetate extracts were combined, dried over magnesium sulphate and evaporated to give a white solid. This ... Reactants: [CH3], CO, C[O-], CCOC(=O)c1[nH]c(C)c(Cc2ccccc2)c1N, [Na+]. Yields the product COC(=O)c1[nH]c(C)c(Cc2ccccc2)c1N. Reaction SMILES: [CH3:1].[CH3:21][OH:22].[CH3:23][O-:24].[NH2:2][c:3]1[c:4]([C:16](=[O:17])[O:18][CH2:19][CH3:20])[nH:5][c:6]([CH3:15])[c:7]1[CH2:8][c:9]1[cH:10][cH:11][cH:12][cH:13][cH:14]1.[Na+:25]>>[NH2:2][c:3]1[c:4]([C:16](=[O:17])[O:18][CH3:19])[nH:5][c:6]([CH3:15])[c:7]1[CH2:8][c:9]1[cH:10][cH:11][cH:12][cH:13][cH:14]1. Reactants: CCCCCCCCc1ccc2c(c1)CC(O)c1cc(CCCCCCCC)ccc1-2, CCN(CC)S(F)(F)F, ClCCl. Product: CCCCCCCCc1ccc2c(c1)CC(F)c1cc(CCCCCCCC)ccc1-2. As a reaction SMILES: [CH2:1]([CH2:2][CH2:3][CH2:4][CH2:5][CH2:6][CH2:7][CH3:8])[c:9]1[cH:10][c:11]2[c:20]([cH:21][cH:22]1)-[c:19]1[c:14]([cH:15][c:16]([CH2:23][CH2:24][CH2:25][CH2:26][CH2:27][CH2:28][CH2:29][CH3:30])[cH:17][cH:18]1)[CH:13]([OH:31])[CH2:12]2.[CH2:32]([N:33]([S:34]([F:35])([F:36])[F:38])[CH2:37][CH3:39])[CH3:40].[Cl:41][CH2:42][Cl:43]>>[CH2:1]([CH2:2][CH2:3][CH2:4][CH2:5][CH2:6][CH2:7][CH3:8])[c:9]1[cH:10][c:11]2[c:20]([cH:21][cH:22]1)-[c:19]1[c:14]([cH:15][c:16]([CH2:23][CH2:24][CH2:25][CH2:26][CH2:27][CH2:28][CH2:29][CH3:30])[cH:17][cH:18]1)[CH:13]([F:38])[CH2:12]2. Reactants: CCOC(C)O, CSc1ccccc1N, COc1cc2ncc(C#N)c(Cl)c2cc1OC, Cl, Cl, [Na+], [Na+], O=C([O-])[O-], O, c1ccncc1. Product: COc1cc2ncc(C#N)c(Nc3ccccc3SC)c2cc1OC. RXN SMILES: [CH2:34]([O:35][CH:36]([OH:37])[CH3:38])[CH3:39].[CH3:18][S:19][c:20]1[c:21]([NH2:22])[cH:23][cH:24][cH:25][cH:26]1.[Cl:1][c:2]1[c:3]([C:16]#[N:17])[cH:4][n:5][c:6]2[cH:7][c:8]([O:14][CH3:15])[c:9]([O:12][CH3:13])[cH:10][c:11]12.[ClH:27].[ClH:46].[Na+:40].[Na+:41].[O-:42][C:43](=[O:44])[O-:45].[OH2:47].[n:28]1[cH:29][cH:30][cH:31][cH:32][cH:33]1>>[c:2]1([NH:22][c:21]2[c:20]([S:19][CH3:18])[cH:26][cH:25][cH:24][cH:23]2)[c:3]([C:16]#[N:17])[cH:4][n:5][c:6]2[cH:7][c:8]([O:14][CH3:15])[c:9]([O:12][CH3:13])[cH:10][c:11]12.